Dataset: the Open Reaction Database (ORD), a public repository of structured organic reaction records. Task: describe an organic reaction: reactants, conditions, products, and yield Reactants: CC(=O)N1CCNCC1, COc1ccc(CN(Cc2ccc(OC)cc2)c2ncc(-c3nc(N4CCOCC4)nc4c3CCN4c3ccnc(Cl)c3)cn2)cc1. The product is COc1ccc(CN(Cc2ccc(OC)cc2)c2ncc(-c3nc(N4CCOCC4)nc4c3CCN4c3ccnc(N4CCN(C(C)=O)CC4)c3)cn2)cc1. RXN SMILES: [C:48]([CH3:49])(=[O:50])[N:51]1[CH2:52][CH2:53][NH:54][CH2:55][CH2:56]1.[Cl:1][c:2]1[n:3][cH:4][cH:5][c:6]([N:8]2[CH2:9][CH2:10][c:11]3[c:12]2[n:13][c:14]([N:42]2[CH2:43][CH2:44][O:45][CH2:46][CH2:47]2)[n:15][c:16]3-[c:17]2[cH:18][n:19][c:20]([N:23]([CH2:24][c:25]3[cH:26][cH:27][c:28]([O:31][CH3:32])[cH:29][cH:30]3)[CH2:33][c:34]3[cH:35][cH:36][c:37]([O:40][CH3:41])[cH:38][cH:39]3)[n:21][cH:22]2)[cH:7]1>>[c:2]1([N:54]2[CH2:53][CH2:52][N:51]([C:48]([CH3:49])=[O:50])[CH2:56][CH2:55]2)[n:3][cH:4][cH:5][c:6]([N:8]2[CH2:9][CH2:10][c:11]3[c:12]2[n:13][c:14]([N:42]2[CH2:43][CH2:44][O:45][CH2:46][CH2:47]2)[n:15][c:16]3-[c:17]2[cH:18][n:19][c:20]([N:23]([CH2:24][c:25]3[cH:26][cH:27][c:28]([O:31][CH3:32])[cH:29][cH:30]3)[CH2:33][c:34]3[cH:35][cH:36][c:37]([O:40][CH3:41])[cH:38][cH:39]3)[n:21][cH:22]2)[cH:7]1. Reactants: C1(=CCCCC1)CC(=O)O (cyclohex-1-enyl acetic acid), Cl.C(C(C)C)OC([C@@H](N)C)=O (L-alanine iso-butyl ester hydrochloride). Product: C(C(C)C)OC([C@@H](NC(CC1=CCCCC1)=O)C)=O (N-[(cyclohex-1-enyl)acetyl]-L-alanine iso-butyl ester). RXN SMILES: [C:1]1([CH2:7][C:8]([OH:10])=O)[CH2:6][CH2:5][CH2:4][CH2:3][CH:2]=1.Cl.[CH2:12]([O:16][C:17](=[O:21])[C@H:18]([CH3:20])[NH2:19])[CH:13]([CH3:15])[CH3:14]>>[CH2:12]([O:16][C:17](=[O:21])[C@H:18]([CH3:20])[NH:19][C:8](=[O:10])[CH2:7][C:1]1[CH2:6][CH2:5][CH2:4][CH2:3][CH:2]=1)[CH:13]([CH3:15])[CH3:14] |f:1.2|. Procedure details: Following General Procedure BB above, and using cyclohex-1-enyl acetic acid (Alfa) and L-alanine iso-butyl ester hydrochloride (from Example BB above), the title compound was prepared as a solid having a melting point of 49° C.-51° C. The reaction was monitored by tlc on silica gel (Rf=0.40 in 1:3 EtOAc:hexane) and purification was by extraction with Et2O followed by washes with aqueous K2CO3 and aqueous HCl. The reactants are FC1=C(CC2=NC=C(C3=CC(=C(C=C23)OC)OC)C(=O)OCC)C=C(C=C1)OC (1-(2-fluoro-5-methoxybenzyl)-4-ethoxycarbonyl-6,7-dimethoxyisoquinoline), [Se](=O)=O (selenium dioxide). Solvent: C(C)(=O)OCC (ethyl acetate). The product is C(C)OC(=O)C1=CN=C(C2=CC(=C(C=C12)OC)OC)C(C1=C(C=CC(=C1)OC)F)=O (2-fluoro-5-methoxybenzoyl-6,7-dimethoxyisoquinoline-4-caboxylic acid ethyl ester). Reaction SMILES: [F:1][C:2]1[CH:27]=[CH:26][C:25]([O:28][CH3:29])=[CH:24][C:3]=1[CH2:4][C:5]1[C:14]2[C:9](=[CH:10][C:11]([O:17][CH3:18])=[C:12]([O:15][CH3:16])[CH:13]=2)[C:8]([C:19]([O:21][CH2:22][CH3:23])=[O:20])=[CH:7][N:6]=1.[Se](=O)=[O:31]>C(OCC)(=O)C>[CH2:22]([O:21][C:19]([C:8]1[C:9]2[C:14](=[CH:13][C:12]([O:15][CH3:16])=[C:11]([O:17][CH3:18])[CH:10]=2)[C:5]([C:4](=[O:31])[C:3]2[CH:24]=[C:25]([O:28][CH3:29])[CH:26]=[CH:27][C:2]=2[F:1])=[N:6][CH:7]=1)=[O:20])[CH3:23]. Reported procedure: The above 1-(2-fluoro-5-methoxybenzyl)-4-ethoxycarbonyl-6,7-dimethoxyisoquinoline was dissolved in ethyl acetate (25 ml) and selenium dioxide was added (723 mg). The mixture was refluxed for 1 hr until all starting material was consumed. The solution was filtered through a layer of Celite and the filtrate was concentrated. The residue was purified through a flash column chromatography using hexane and ethyl acetate (3/1 ratio) to give 1-(2-fluoro-5-methoxybenzoyl-6,7-dimethoxyisoquinoline-4-cabo... Starting materials: C(C)OC(CN1N=C2N=CC=CC2=C1)=O (pyrazolo[3,4-b]pyridin-2-yl-acetic acid ethyl ester), C1CC(=O)N(C1=O)Cl (NCS), resultant mixture. Run in ClCCl (dichloromethane), ClCCl (dichloromethane). Yields the product C(C)OC(CN1N=C2N=CC=CC2=C1Cl)=O ((3-chloro-pyrazolo[3,4-b]pyridin-2-yl)-acetic acid ethyl ester). The yield is 97.4%. As a reaction SMILES: [CH2:1]([O:3][C:4](=[O:15])[CH2:5][N:6]1[CH:14]=[C:13]2[C:8]([N:9]=[CH:10][CH:11]=[CH:12]2)=[N:7]1)[CH3:2].C1C(=O)N([Cl:23])C(=O)C1>ClCCl>[CH2:1]([O:3][C:4](=[O:15])[CH2:5][N:6]1[C:14]([Cl:23])=[C:13]2[C:8]([N:9]=[CH:10][CH:11]=[CH:12]2)=[N:7]1)[CH3:2]. Procedure: To a solution of pyrazolo[3,4-b]pyridin-2-yl-acetic acid ethyl ester 57 (40.2 mg, 0.2 mmol, 1 equiv) in 1 mL of dichloromethane was added NCS (32.7 mg, 1.2 mmol, 1.2 equiv). The resultant mixture was heated at 70° C. for 30 min., cooled to room temperature, and diluted with 100 mL of dichloromethane. The organic solution was washed with 50 mL of saturated sodium bicarbonate aqueous solution, and 50 mL of brine. The organic layer was separated and dried over sodium sulfate. Evaporation of solvent... Product: Cl.BrC=1C=C2C(=CNC2=C(C1)C(=O)N)C1CCNCC1 (5-Bromo-3-(4-piperidinyl)-1H-indole-7-carboxamide hydrochloride). As a reaction SMILES: CC([CH:5]1[CH2:10][CH:9]([C:11]2[C:19]3[C:14](=[C:15]([C:21]([NH2:23])=[O:22])[CH:16]=[C:17]([Br:20])[CH:18]=3)[NH:13][CH:12]=2)[CH2:8][CH2:7][N:6]1C([O-])=O)(C)C.[ClH:27].C(OCC)C>CO.O1CCOCC1>[ClH:27].[Br:20][C:17]1[CH:18]=[C:19]2[C:14](=[C:15]([C:21]([NH2:23])=[O:22])[CH:16]=1)[NH:13][CH:12]=[C:11]2[CH:9]1[CH2:10][CH2:5][NH:6][CH2:7][CH2:8]1 |f:5.6|. Starting materials: CC(C)(C)C1N(CCC(C1)C1=CNC2=C(C=C(C=C12)Br)C(=O)N)C(=O)[O-] (1,1-Dimethylethyl-4-[7-(aminocarbonyl)-5-bromo-1H-indol-3-yl]-1-piperidinecarboxylate), Cl (HCl), C(C)OCC (Diethyl ether). Run in O1CCOCC1 (dioxane), CO (methanol). Reported procedure: 1,1-Dimethylethyl-4-[7-(aminocarbonyl)-5-bromo-1H-indol-3-yl]-1-piperidinecarboxylate (which may be prepared according to WO2005067923A1, 74 g) was dissolved/suspended in methanol (300 mL) and to this was added 4N HCl in dioxane (200 mL). The reaction mixture was stirred for 2 hours. Diethyl ether (400 mL) was added and the solid was collected by filtration. This was washed with diethyl ether (300 mL) and dried in vacuo to give the title compound (66.53 g) as pale yellow solid. Conditions: time 2 hour. Reactants: C1(CC1)CN1C(N(C(C=C1NN)=O)C)=O (1-(cyclopropylmethyl)-6-hydrazino-3-methylpyrimidine-2,4(1H,3H)-dione), C(C)C=1C=C2C(=CNC2=CC1)C=O (5-ethyl-1H-indole-3-carbaldehyde), C(=O)C1=CC(=CN1C)C(=O)OC (methyl 5-formyl-1-methyl-1H-pyrrole-3-carboxylate). The product is C1(CC1)CN1C(N(C(C=2C1=NN(C2C2=CC(=CN2C)C(=O)OC)CC2=CNC1=CC=C(C=C21)CC)=O)C)=O (methyl 5-{7-(cyclopropylmethyl)-2-[(5-ethyl-1H-indol-3-yl)methyl]-5-methyl-4,6-dioxo-4,5,6,7-tetrahydro-2H-pyrazolo[3,4-d]pyrimidin-3-yl}-1-methyl-1H-pyrrole-3-carboxylate). Reaction SMILES: [CH:1]1([CH2:4][N:5]2[C:10]([NH:11][NH2:12])=[CH:9][C:8](=[O:13])[N:7]([CH3:14])[C:6]2=[O:15])[CH2:3][CH2:2]1.[CH2:16]([C:18]1[CH:19]=[C:20]2[C:24](=[CH:25][CH:26]=1)[NH:23][CH:22]=[C:21]2[CH:27]=O)[CH3:17].[CH:29]([C:31]1[N:35]([CH3:36])[CH:34]=[C:33]([C:37]([O:39][CH3:40])=[O:38])[CH:32]=1)=O>>[CH:1]1([CH2:4][N:5]2[C:10]3=[N:11][N:12]([CH2:27][C:21]4[C:20]5[C:24](=[CH:25][CH:26]=[C:18]([CH2:16][CH3:17])[CH:19]=5)[NH:23][CH:22]=4)[C:29]([C:31]4[N:35]([CH3:36])[CH:34]=[C:33]([C:37]([O:39][CH3:40])=[O:38])[CH:32]=4)=[C:9]3[C:8](=[O:13])[N:7]([CH3:14])[C:6]2=[O:15])[CH2:2][CH2:3]1. Reported procedure: This compound was made following the procedure described above, starting with 1-(cyclopropylmethyl)-6-hydrazino-3-methylpyrimidine-2,4(1H,3H)-dione, and condensing first with 5-ethyl-1H-indole-3-carbaldehyde, followed by methyl 5-formyl-1-methyl-1H-pyrrole-3-carboxylate. Mass: 515.25 (M+H).